Dataset: the Open Reaction Database (ORD), a public repository of structured organic reaction records. Task: describe an organic reaction: reactants, conditions, products, and yield Starting materials: C(C)(C)[C@@H]1CC[C@H](CC1)C(=O)Cl (trans-4-isopropylcyclohexane carboxylic acid chloride), N[C@H](CC1=CC=CC=C1)C(=O)O (D-phenylalanine), ketone. Run in O (water), ketone. Yields the product CC([C@H]1CC[C@@H](CC1)C(=O)N[C@@H](C(=O)O)CC2=CC=CC=C2)C (nateglinide). RXN SMILES: [CH:1]([C@H:4]1[CH2:9][CH2:8][C@H:7]([C:10](Cl)=[O:11])[CH2:6][CH2:5]1)([CH3:3])[CH3:2].[NH2:13][C@@H:14]([C:22]([OH:24])=[O:23])[CH2:15][C:16]1[CH:21]=[CH:20][CH:19]=[CH:18][CH:17]=1>O>[CH3:2][CH:1]([CH3:3])[C@@H:4]1[CH2:9][CH2:8][C@@H:7]([C:10]([NH:13][C@H:14]([CH2:15][C:16]2[CH:21]=[CH:20][CH:19]=[CH:18][CH:17]=2)[C:22]([OH:24])=[O:23])=[O:11])[CH2:6][CH2:5]1. Procedure: EP1334963A discloses a method for producing nateglinide crystals from a reaction mixture containing nateglinide. The nateglinide is obtained by reacting trans-4-isopropylcyclohexane carboxylic acid chloride with D-phenylalanine in a mixed solvent of a ketone and water in the presence of an alkali, followed by neutralisation with an acid. Specific adjustment of the temperature of the mixture and the concentration of ketone solvent results in precipitation of nateglinide crystals. The ketone solve... Starting materials: COc1ccc(CN(Cc2ccc(OC)cc2)c2ncc(-c3nc(N4CCOCC4)nc4c3CCN4)cn2)cc1, COc1ccc(CN(Cc2ccc(OC)cc2)c2ncc(-c3nc(N4CCOCC4)nc4c3CCN4C(=O)Nc3ccc(C(=O)N4CCOCC4)cc3C)cn2)cc1, Cc1cc(C(=O)N2CCOCC2)ccc1N. The product is Cc1cc(C(=O)N2CCOCC2)ccc1NC(=O)N1CCc2c(-c3cnc(N)nc3)nc(N3CCOCC3)nc21. RXN SMILES: [CH3:1][O:2][c:3]1[cH:4][cH:5][c:6]([CH2:7][N:8]([CH2:9][c:10]2[cH:11][cH:12][c:13]([O:14][CH3:15])[cH:16][cH:17]2)[c:18]2[n:19][cH:20][c:21](-[c:22]3[c:23]4[c:27]([n:28][c:29]([N:30]5[CH2:31][CH2:32][O:33][CH2:34][CH2:35]5)[n:36]3)[NH:26][CH2:25][CH2:24]4)[cH:37][n:38]2)[cH:39][cH:40]1.[CH3:57][c:58]1[c:59]([NH:72][C:73](=[O:74])[N:75]2[CH2:76][CH2:77][c:78]3[c:79]2[n:80][c:81]([N:109]2[CH2:110][CH2:111][O:112][CH2:113][CH2:114]2)[n:82][c:83]3-[c:84]2[cH:85][n:86][c:87]([N:90]([CH2:91][c:92]3[cH:93][cH:94][c:95]([O:96][CH3:97])[cH:98][cH:99]3)[CH2:100][c:101]3[cH:102][cH:103][c:104]([O:105][CH3:106])[cH:107][cH:108]3)[n:88][cH:89]2)[cH:60][cH:61][c:62]([C:64](=[O:65])[N:66]2[CH2:67][CH2:68][O:69][CH2:70][CH2:71]2)[cH:63]1.[NH2:41][c:42]1[cH:43][cH:44][c:45]([C:46]([N:47]2[CH2:48][CH2:49][O:50][CH2:51][CH2:52]2)=[O:53])[cH:54][c:55]1[CH3:56]>>[CH3:57][c:58]1[c:59]([NH:72][C:73](=[O:74])[N:75]2[CH2:76][CH2:77][c:78]3[c:79]2[n:80][c:81]([N:109]2[CH2:110][CH2:111][O:112][CH2:113][CH2:114]2)[n:82][c:83]3-[c:84]2[cH:85][n:86][c:87]([NH2:90])[n:88][cH:89]2)[cH:60][cH:61][c:62]([C:64](=[O:65])[N:66]2[CH2:67][CH2:68][O:69][CH2:70][CH2:71]2)[cH:63]1. The reactants are FC(C(=O)O)(F)F (Trifluoroacetic acid), O (water), C(C)(C)(C)OC(=O)N1[C@H](CC1)COC=1C=NC=C(C1)C1=CC(=CC=C1)C[C@H](CC1=CC=CC=C1)OC (3-[[1-(tert-butoxycarbonyl)-2(R)-azetidinyl]methoxy]-5-[3-(2(S)-methoxy-3-phenylpropyl)phenyl]pyridine). Solvent: C(Cl)Cl (CH2Cl2). Run at time 8 hour. Product: N1[C@@H](CC1)COC=1C=NC=C(C1)C1=CC(=CC=C1)C[C@@H](CC1=CC=CC=C1)OC (3-[(2(S)-Azetidinyl)methoxy]-5-[3-(2(R)-methoxy-3-phenylpropyl)phenyl]pyridine). Yield: 46.9%. RXN SMILES: FC(F)(F)C(O)=O.O.C(OC([N:16]1[CH2:19][CH2:18][C@@H:17]1[CH2:20][O:21][C:22]1[CH:23]=[N:24][CH:25]=[C:26]([C:28]2[CH:33]=[CH:32][CH:31]=[C:30]([CH2:34][C@@H:35]([O:43][CH3:44])[CH2:36][C:37]3[CH:42]=[CH:41][CH:40]=[CH:39][CH:38]=3)[CH:29]=2)[CH:27]=1)=O)(C)(C)C>C(Cl)Cl>[NH:16]1[CH2:19][CH2:18][C@H:17]1[CH2:20][O:21][C:22]1[CH:23]=[N:24][CH:25]=[C:26]([C:28]2[CH:33]=[CH:32][CH:31]=[C:30]([CH2:34][C@H:35]([O:43][CH3:44])[CH2:36][C:37]3[CH:42]=[CH:41][CH:40]=[CH:39][CH:38]=3)[CH:29]=2)[CH:27]=1. Reported procedure: Trifluoroacetic acid (1.6 mL) and water (0.16 mL) were added to 8 mL of CH2Cl2. This mixture was added to 3-[[1-(tert-butoxycarbonyl)-2(R)-azetidinyl]methoxy]-5-[3-(2(S)-methoxy-3-phenylpropyl)phenyl]pyridine (470 mg, 0.96 mmol) at 0° C. under N2. The solution was stirred overnight at room temperature. After concentration in vacuo, the crude product (300 mg) was purified by preparative HPLC (column: SunFire Prep C18, 150×19, 5 μm; UV detection, at 254 nm; mobile phase: A, water with 0.05% CF3COO... Reactants: CCOCC.C(Cl)Cl (ether methylene chloride), Cl (hydrochloric acid), C(C)C=1OC2=C(C(C1C(CC)=O)=O)C=CC(=C2)OC(CC)=O (2-ethyl-7-(1-oxopropoxy)-3-(1-oxopropyl)-4H-1benzopyran-4-one), C([O-])([O-])=O.[Na+].[Na+] (sodium carbonate), solution. Run in O (water). Conditions: time 9 hour. Yields the product C(C)C=1OC2=C(C(C1)=O)C=CC(=C2)O (2-ethyl-7-hydroxy-4H-1-benzopyran-4-one). The yield is 59.9%. Reaction SMILES: [CH2:1]([C:3]1[O:4][C:5]2[CH:17]=[C:16]([O:18]C(=O)CC)[CH:15]=[CH:14][C:6]=2[C:7](=[O:13])[C:8]=1C(=O)CC)[CH3:2].C(=O)([O-])[O-].[Na+].[Na+].Cl.CCOCC.C(Cl)Cl>O>[CH2:1]([C:3]1[O:4][C:5]2[CH:17]=[C:16]([OH:18])[CH:15]=[CH:14][C:6]=2[C:7](=[O:13])[CH:8]=1)[CH3:2] |f:1.2.3,5.6|. Procedure details: A suspension of 6.5 g (21.5.10-3 mol) of 2-ethyl-7-(1-oxopropoxy)-3-(1-oxopropyl)-4H-1benzopyran-4-one and 5 g (47.403 mol) of sodium carbonate in 65 ml of water is kept at a temperature of 150° C. for 9 hours. The reaction mixture is hydrolyzed with a 1N solution of hydrochloric acid. The product is extracted with ethyl acetate. After purification by chromatography on silica gel using an ether/methylene chloride mixture (1/2 v/v) as the eluent, 2.45 g (yield: 61%) of the expected product are ob... Starting materials: BrC1=NN=C2N1C1=C(C(=NC2)C2=NC=CC=C2)C=C(C=C1)Cl (1-bromo-8-chloro-6-(2-pyridyl)-4H-s-triazolo[4,3-a][1,4]benzodiazepine), C(C)N1CCNCC1 (1-ethylpiperazine). Yields the product ClC=1C=CC2=C(C(=NCC=3N2C(=NN3)N3CCN(CC3)CC)C3=NC=CC=C3)C1 (8-chloro-1-(4-ethylpiperazino)-6-(2-pyridyl)-4H-s-triazolo[4,3-a][1,4]benzodiazepine). Reaction SMILES: Br[C:2]1[N:6]2[C:7]3[CH:21]=[CH:20][C:19]([Cl:22])=[CH:18][C:8]=3[C:9]([C:12]3[CH:17]=[CH:16][CH:15]=[CH:14][N:13]=3)=[N:10][CH2:11][C:5]2=[N:4][N:3]=1.[CH2:23]([N:25]1[CH2:30][CH2:29][NH:28][CH2:27][CH2:26]1)[CH3:24]>>[Cl:22][C:19]1[CH:20]=[CH:21][C:7]2[N:6]3[C:2]([N:28]4[CH2:29][CH2:30][N:25]([CH2:23][CH3:24])[CH2:26][CH2:27]4)=[N:3][N:4]=[C:5]3[CH2:11][N:10]=[C:9]([C:12]3[CH:17]=[CH:16][CH:15]=[CH:14][N:13]=3)[C:8]=2[CH:18]=1. Reported procedure: In the manner given in Example 1, 1-bromo-8-chloro-6-(2-pyridyl)-4H-s-triazolo[4,3-a][1,4]benzodiazepine is heated with excess of 1-ethylpiperazine to give 8-chloro-1-(4-ethylpiperazino)-6-(2-pyridyl)-4H-s-triazolo[4,3-a][1,4]benzodiazepine. The reactants are Cc1cc(Br)ccc1C(=O)O, CC(C)(C)c1cccc(NC(=O)c2ccc(Br)c(F)c2)c1, CC(C)(C)c1cccc(N)c1. Yields the product Cc1cc(Br)ccc1C(=O)Nc1cccc(C(C)(C)C)c1. RXN SMILES: [Br:12][c:13]1[cH:14][c:15]([CH3:22])[c:16]([C:17](=[O:18])[OH:19])[cH:20][cH:21]1.[Br:23][c:24]1[cH:25][cH:26][c:27]([C:28]([NH:29][c:30]2[cH:31][cH:32][cH:33][c:34]([C:35]([CH3:36])([CH3:37])[CH3:38])[cH:39]2)=[O:40])[cH:41][c:42]1[F:43].[C:1]([CH3:2])([CH3:3])([CH3:4])[c:5]1[cH:6][c:7]([NH2:11])[cH:8][cH:9][cH:10]1>>[C:1]([CH3:2])([CH3:3])([CH3:4])[c:5]1[cH:6][c:7]([NH:11][C:17]([c:16]2[c:15]([CH3:22])[cH:14][c:13]([Br:12])[cH:21][cH:20]2)=[O:18])[cH:8][cH:9][cH:10]1. Procedure: Prepared according to the procedure described in Example 3, Step 5, using ((S)-1-phenyl-ethyl)-carbamic acid 5-(4-bromo-phenyl)-3-methyl-isoxazol-4-ylmethyl ester and 1-[4-(4,4,5,5-tetramethyl-[1,3,2]dioxaborolan-2-yl)-phenyl]-cyclopropanecarboxylic acid ethyl ester. Yields the product C(C)OC(=O)C1(CC1)C1=CC=C(C=C1)C1=CC=C(C=C1)C1=C(C(=NO1)C)[C@H](C1=CC=CC=C1)OC(NCC)=O (1-{4′-[3-Methyl-4-((S)-1-phenyl-ethylcarbamoyloxymethyl)-isoxazol-5-yl]-biphenyl-4-yl}-cyclopropanecarboxylic acid ethyl ester). Reactants: BrC1=CC=C(C=C1)C1=C(C(=NO1)C)COC(N[C@@H](C)C1=CC=CC=C1)=O (((S)-1-phenyl-ethyl)-carbamic acid 5-(4-bromo-phenyl)-3-methyl-isoxazol-4-ylmethyl ester), C(C)OC(=O)C1(CC1)C1=CC=C(C=C1)B1OC(C(O1)(C)C)(C)C (1-[4-(4,4,5,5-tetramethyl-[1,3,2]dioxaborolan-2-yl)-phenyl]-cyclopropanecarboxylic acid ethyl ester). As a reaction SMILES: Br[C:2]1[CH:7]=[CH:6][C:5]([C:8]2[O:12][N:11]=[C:10]([CH3:13])[C:9]=2[CH2:14][O:15][C:16](=[O:26])[NH:17][C@H:18]([C:20]2C=CC=CC=2)C)=[CH:4][CH:3]=1.[CH2:27]([O:29][C:30]([C:32]1([C:35]2[CH:40]=[CH:39][C:38](B3OC(C)(C)C(C)(C)O3)=[CH:37][CH:36]=2)[CH2:34][CH2:33]1)=[O:31])[CH3:28]>>[CH2:27]([O:29][C:30]([C:32]1([C:35]2[CH:36]=[CH:37][C:38]([C:2]3[CH:3]=[CH:4][C:5]([C:8]4[O:12][N:11]=[C:10]([CH3:13])[C:9]=4[C@@H:14]([O:15][C:16](=[O:26])[NH:17][CH2:18][CH3:20])[C:2]4[CH:7]=[CH:6][CH:5]=[CH:4][CH:3]=4)=[CH:6][CH:7]=3)=[CH:39][CH:40]=2)[CH2:33][CH2:34]1)=[O:31])[CH3:28].